From a dataset of the Open Reaction Database (ORD), a public repository of structured organic reaction records. describe an organic reaction: reactants, conditions, products, and yield The reactants are NC1=C(OC2=C(C(=O)OC)C=CC=C2)C=CC(=C1)C(F)(F)F (methyl 2-(2-amino-4-trifluoromethylphenoxy)benzoate), [OH-].[Na+] (sodium hydroxide). Run in O1CCCC1 (tetrahydrofuran). Conditions: temperature 50 celsius, time 3 hour. Yields the product NC1=C(OC2=C(C(=O)O)C=CC=C2)C=CC(=C1)C(F)(F)F (2-(2-Amino-4-trifluoromethylphenoxy)benzoic acid). RXN SMILES: [NH2:1][C:2]1[CH:18]=[C:17]([C:19]([F:22])([F:21])[F:20])[CH:16]=[CH:15][C:3]=1[O:4][C:5]1[CH:14]=[CH:13][CH:12]=[CH:11][C:6]=1[C:7]([O:9]C)=[O:8].[OH-].[Na+]>O1CCCC1>[NH2:1][C:2]1[CH:18]=[C:17]([C:19]([F:20])([F:21])[F:22])[CH:16]=[CH:15][C:3]=1[O:4][C:5]1[CH:14]=[CH:13][CH:12]=[CH:11][C:6]=1[C:7]([OH:9])=[O:8] |f:1.2|. Reported procedure: A mixture of methyl 2-(2-amino-4-trifluoromethylphenoxy)benzoate (19.2 g, 0.062 mol) and 2N sodium hydroxide (65 mL, 0.13 mol) in tetrahydrofuran (100 mL) was warmed to 50° C. while stirring under argon for 3 h. The tetrahydrofuran was evaporated, and the aqueous solution was acidified with dilute HCl, extracted with ethyl acetate, dried over anhydrous MgSO4, filtered and evaporated. The crude product was recrystallized from EtOAc/hexane to give the title compound as a white crystalline solid. 1... The reactants are ClC=1C=NC=C(C1NC(C(=O)C1=CN(C2=CC=C(C=C12)OC)CC1=CC=C(C=C1)F)=O)Cl (N-(3,5-dichloropyridin-4-yl)-2-[1-(4-fluorobenzyl)-5-methoxyindol-3-yl]-2-oxoacetamide), Cl (hydrochloric acid), [Cl-].[Al+3].[Cl-].[Cl-] (aluminium chloride), ethane-1,2, S1SCC=C1 (dithiol). Solvent: ClCCl (dichloromethane). Reaction conditions: temperature 0 celsius, time 4 hour. The product is ClC=1C=NC=C(C1NC(C(=O)C1=CN(C2=CC=C(C=C12)O)CC1=CC=C(C=C1)F)=O)Cl (N-(3,5-Dichloropyridin-4-yl)-2-[1-(4-fluorobenzyl)-5-hydroxyindol-3-yl]-2-oxoacetamide). Reaction SMILES: [Cl-].[Al+3].[Cl-].[Cl-].S1C=CCS1.[Cl:10][C:11]1[CH:12]=[N:13][CH:14]=[C:15]([Cl:41])[C:16]=1[NH:17][C:18](=[O:40])[C:19]([C:21]1[C:29]2[C:24](=[CH:25][CH:26]=[C:27]([O:30]C)[CH:28]=2)[N:23]([CH2:32][C:33]2[CH:38]=[CH:37][C:36]([F:39])=[CH:35][CH:34]=2)[CH:22]=1)=[O:20].Cl>ClCCl>[Cl:10][C:11]1[CH:12]=[N:13][CH:14]=[C:15]([Cl:41])[C:16]=1[NH:17][C:18](=[O:40])[C:19]([C:21]1[C:29]2[C:24](=[CH:25][CH:26]=[C:27]([OH:30])[CH:28]=2)[N:23]([CH2:32][C:33]2[CH:38]=[CH:37][C:36]([F:39])=[CH:35][CH:34]=2)[CH:22]=1)=[O:20] |f:0.1.2.3|. Reported procedure: 5 g (38 mmol) anhydrous aluminium chloride is introduced into 50 ml ethane-1,2, -dithiol. A solution of 4.7 g of N-(3,5-dichloropyridin-4-yl)-2-[1-(4-fluorobenzyl)-5-methoxyindol-3-yl]-2-oxoacetamide (10 mmol) in 50 ml of dichloromethane is added at 0° C. The mixture is stirred at 0° C. for 4 hours. 50 ml of 10% hydrochloric acid is added dropwise at from 0 to 10° C. with stirring. The crystallizing product is isolated, washed with water and dried at 20° C. A pure product is obtained by recrysta... Reactants: N1=CC(=CC=C1)CCCCCCCCC(=O)O (3-pyridinenonanoic acid), Cl.Cl.C(C1=CC=CC=C1)OC(C[C@H](CN(C)C)N)=O ((R)-3-amino-4-dimethylamino-butyric acid benzyl ester dihydrochloride). Product: C(C1=CC=CC=C1)OC(C[C@H](CN(C)C)NC(CCCCCCCCC=1C=NC=CC1)=O)=O ((R)-4-dimethylamino-3-(9-pyridin-3-yl-nonanoylamino)-butyric acid benzyl ester). As a reaction SMILES: [N:1]1[CH:6]=[CH:5][CH:4]=[C:3]([CH2:7][CH2:8][CH2:9][CH2:10][CH2:11][CH2:12][CH2:13][CH2:14][C:15]([OH:17])=O)[CH:2]=1.Cl.Cl.[CH2:20]([O:27][C:28](=[O:36])[CH2:29][C@@H:30]([NH2:35])[CH2:31][N:32]([CH3:34])[CH3:33])[C:21]1[CH:26]=[CH:25][CH:24]=[CH:23][CH:22]=1>>[CH2:20]([O:27][C:28](=[O:36])[CH2:29][C@@H:30]([NH:35][C:15](=[O:17])[CH2:14][CH2:13][CH2:12][CH2:11][CH2:10][CH2:9][CH2:8][CH2:7][C:3]1[CH:2]=[N:1][CH:6]=[CH:5][CH:4]=1)[CH2:31][N:32]([CH3:33])[CH3:34])[C:21]1[CH:26]=[CH:25][CH:24]=[CH:23][CH:22]=1 |f:1.2.3|. Procedure: The title compound, m/e=362.3 ([M−H]−), was produced in analogy with example 1, steps 3 and 4. Thus, 3-pyridinenonanoic acid (U.S. Pat. No. 4,632,925) was coupled in step 3 with (R)-3-amino-4-dimethylamino-butyric acid benzyl ester dihydrochloride to produce (R)-4-dimethylamino-3-(9-pyridin-3-yl-nonanoylamino)-butyric acid benzyl ester, which was hydrogenated in step 4.